From a dataset of the Open Reaction Database (ORD), a public repository of structured organic reaction records. describe an organic reaction: reactants, conditions, products, and yield Starting materials: CN(CC(=O)N1CCC2=CC(=C(C=C12)NC=1N=C(C2=C(N1)N(C=C2)S(=O)(=O)C2=CC=C(C=C2)C)NC2=C(C(=O)NC)C(=CC=C2)F)OC)C (2-({2-{[1-(N,N-dimethylglycyl)-5-(methoxy)-2,3-dihydro-1H-indol-6-yl]amino}-7-[(4-methylphenyl)sulfonyl]-7H-pyrrolo[2,3-d]pyrimidin-4-yl}amino)-6-fluoro-N-methylbenzamide), [OH-].[K+] (KOH). Solvent: O1CCOCC1 (dioxane). Run at temperature 85 celsius, time 2 hour. Yields the product O.CN(CC(=O)N1CCC2=CC(=C(C=C12)NC1=NC(=C2C(N1)=NC=C2)NC2=C(C(=O)NC)C(=CC=C2)F)OC)C (2-[(2-{[1-(N,N-dimethylglycyl)-5-(methyloxy)-2,3-dihydro-1H-indol-6-yl]amino}-1H-pyrrolo[2,3-d]pyrimidin-4-yl)amino]-6-fluoro-N-methylbenzamide monohydrate). Yield: 184.2%. As a reaction SMILES: [CH3:1][N:2]([CH3:49])[CH2:3][C:4]([N:6]1[C:14]2[C:9](=[CH:10][C:11]([O:47][CH3:48])=[C:12]([NH:15][C:16]3[N:17]=[C:18]([NH:35][C:36]4[CH:45]=[CH:44][CH:43]=[C:42]([F:46])[C:37]=4[C:38]([NH:40][CH3:41])=[O:39])[C:19]4[CH:24]=[CH:23][N:22](S(C5C=CC(C)=CC=5)(=O)=O)[C:20]=4[N:21]=3)[CH:13]=2)[CH2:8][CH2:7]1)=[O:5].[OH-].[K+]>O1CCOCC1>[OH2:5].[CH3:49][N:2]([CH3:1])[CH2:3][C:4]([N:6]1[C:14]2[C:9](=[CH:10][C:11]([O:47][CH3:48])=[C:12]([NH:15][C:16]3[NH:21][C:20]4=[N:22][CH:23]=[CH:24][C:19]4=[C:18]([NH:35][C:36]4[CH:45]=[CH:44][CH:43]=[C:42]([F:46])[C:37]=4[C:38]([NH:40][CH3:41])=[O:39])[N:17]=3)[CH:13]=2)[CH2:8][CH2:7]1)=[O:5] |f:1.2,4.5|. Procedure details: A light brown solution of 2-({2-{[1-(N,N-dimethylglycyl)-5-(methoxy)-2,3-dihydro-1H-indol-6-yl]amino}-7-[(4-methylphenyl)sulfonyl]-7H-pyrrolo[2,3-d]pyrimidin-4-yl}amino)-6-fluoro-N-methylbenzamide (19.1 kg, 27.8 mol), a method for preparation of which is described in Step C above, was suspended in dioxane (191 L, 10 volumes) and treated with a 15% aqueous KOH solution (76.4 L, 4 volumes). The mixture was heated to reflux (approximately 85° C.). Once the suspension became homogeneous, the reactio... The reactants are BrC1=CC(=C(C(=C1)F)C(=O)N1CCN(CC1)C1=NC=C(C=C1C)C)F ((4-bromo-2,6-difluorophenyl)[4-(3,5-dimethylpyridin-2-yl)piperazin-1-yl]methanone), C[C@H]1CNC(O1)=O ((S)-5-methyloxazolidin-2-one). Product: CC=1C(=NC=C(C1)C)N1CCN(CC1)C(=O)C1=C(C=C(C=C1F)N1C(O[C@H](C1)C)=O)F ((S)-3-{4-[4-(3,5-dimethylpyridin-2-yl)piperazine-1-carbonyl]-3,5-difluorophenyl}-5-methyloxazolidin-2-one). Yield: 52.2%. RXN SMILES: Br[C:2]1[CH:7]=[C:6]([F:8])[C:5]([C:9]([N:11]2[CH2:16][CH2:15][N:14]([C:17]3[C:22]([CH3:23])=[CH:21][C:20]([CH3:24])=[CH:19][N:18]=3)[CH2:13][CH2:12]2)=[O:10])=[C:4]([F:25])[CH:3]=1.[CH3:26][C@@H:27]1[O:31][C:30](=[O:32])[NH:29][CH2:28]1>>[CH3:23][C:22]1[C:17]([N:14]2[CH2:15][CH2:16][N:11]([C:9]([C:5]3[C:6]([F:8])=[CH:7][C:2]([N:29]4[CH2:28][C@H:27]([CH3:26])[O:31][C:30]4=[O:32])=[CH:3][C:4]=3[F:25])=[O:10])[CH2:12][CH2:13]2)=[N:18][CH:19]=[C:20]([CH3:24])[CH:21]=1. Reported procedure: By reaction and treatment in the same manner as in Example 1 and using (4-bromo-2,6-difluorophenyl)[4-(3,5-dimethylpyridin-2-yl)piperazin-1-yl]methanone (615 mg) described in Preparation Example 60 and (S)-5-methyloxazolidin-2-one (243 mg) described in Preparation Example 42, the title compound (337 mg) was obtained. Starting materials: OC[C@]1(CC=2N(CCS1)C(=NN2)C2(CC2)C2=CC=C(C=C2)C2=NC=C(C(=O)O)C=C2)C (6-(4-{1-[(8R)-8-(Hydroxymethyl)-8-methyl-5,6,8,9-tetrahydro[1,2,4]triazolo[4,3-d][1,4]thiazepin-3-yl]cyclopropyl}phenyl)nicotinic acid), Cl.CNC (dimethylamine hydrochloride), N,N-dimethylaminopyridine, Cl.C(C)N=C=NCCCN(C)C (1-ethyl-3-(3-dimethylaminopropyl)carbodiimide hydrochloride), C(O)([O-])=O.[Na+] (sodium hydrogencarbonate). Run in CN(C=O)C (N,N-dimethylformamide). Product: OC[C@]1(CC=2N(CCS1)C(=NN2)C2(CC2)C2=CC=C(C=C2)C2=NC=C(C(=O)N(C)C)C=C2)C (6-(4-{1-[(8R)-8-(Hydroxymethyl)-8-methyl-5,6,8,9-tetrahydro[1,2,4]triazolo[4,3-d][1,4]thiazepin-3-yl]cyclopropyl}phenyl)-N,N-dimethylnicotinamide). The yield is 64.6%. Reaction SMILES: [OH:1][CH2:2][C@:3]1([CH3:31])[S:9][CH2:8][CH2:7][N:6]2[C:10]([C:13]3([C:16]4[CH:21]=[CH:20][C:19]([C:22]5[CH:30]=[CH:29][C:25]([C:26](O)=[O:27])=[CH:24][N:23]=5)=[CH:18][CH:17]=4)[CH2:15][CH2:14]3)=[N:11][N:12]=[C:5]2[CH2:4]1.Cl.[CH3:33][NH:34][CH3:35].Cl.C(N=C=NCCCN(C)C)C.C(=O)([O-])O.[Na+]>CN(C)C=O>[OH:1][CH2:2][C@:3]1([CH3:31])[S:9][CH2:8][CH2:7][N:6]2[C:10]([C:13]3([C:16]4[CH:17]=[CH:18][C:19]([C:22]5[CH:30]=[CH:29][C:25]([C:26]([N:34]([CH3:35])[CH3:33])=[O:27])=[CH:24][N:23]=5)=[CH:20][CH:21]=4)[CH2:14][CH2:15]3)=[N:11][N:12]=[C:5]2[CH2:4]1 |f:1.2,3.4,5.6|. Procedure: A solution of the compound (124 mg, 0.284 mmol) obtained in Example 68-1), dimethylamine hydrochloride (116 mg, 1.42 mmol), N,N-dimethylaminopyridine (3 mg, 28 μmol), and 1-ethyl-3-(3-dimethylaminopropyl)carbodiimide hydrochloride (163 mg, 0.852 mmol) in N,N-dimethylformamide (2.48 mL) was stirred at room temperature for 5.5 h. Saturated aqueous sodium hydrogencarbonate was added to the reaction mixture, the mixture was extracted with dichloromethane/2-propanol (4/1), and the organic layer was w... The reactants are [O-][I+3]([O-])([O-])[O-], [Na+], [Na+], [OH-], OCc1ccccc1, O=[Ru]=O. Reaction SMILES: [I+3:1]([O-:2])([O-:3])([O-:4])[O-:5].[Na+:6].[Na+:8].[OH-:7].[OH:9][CH2:10][c:11]1[cH:12][cH:13][cH:14][cH:15][cH:16]1.[Ru:17](=[O:18])=[O:19]>>[O:7]=[C:10]([OH:9])[c:11]1[cH:12][cH:13][cH:14][cH:15][cH:16]1. Product: O=C(O)c1ccccc1. Starting materials: ClC(Cl)Cl, CCOC(=O)Cl, Cl, COC(=O)C(N)C(c1ccccc1)c1ccccc1, [Na+], [Na+], O=C([O-])[O-]. Yields the product CCOC(=O)NC(C(=O)OC)C(c1ccccc1)c1ccccc1. Reaction SMILES: [CH:33]([Cl:34])([Cl:35])[Cl:36].[Cl:27][C:28](=[O:29])[O:30][CH2:31][CH3:32].[ClH:1].[NH2:2][CH:3]([C:4](=[O:5])[O:6][CH3:7])[CH:8]([c:9]1[cH:10][cH:11][cH:12][cH:13][cH:14]1)[c:15]1[cH:16][cH:17][cH:18][cH:19][cH:20]1.[Na+:21].[Na+:22].[O-:23][C:24](=[O:25])[O-:26]>>[NH:2]([CH:3]([C:4](=[O:5])[O:6][CH3:7])[CH:8]([c:9]1[cH:10][cH:11][cH:12][cH:13][cH:14]1)[c:15]1[cH:16][cH:17][cH:18][cH:19][cH:20]1)[C:28](=[O:29])[O:30][CH2:31][CH3:32]. Starting materials: CC1=CC=C(OC2=CC=C(C(=O)O)C=C2)C=C1 (4-(4-methylphenoxy)benzoic acid), C(C(=O)Cl)(=O)Cl (oxalyl chloride). Solvent: C(Cl)Cl (methylene chloride). Yields the product CC1=CC=C(OC2=CC=C(C(=O)Cl)C=C2)C=C1 (4-(4-Methylphenoxy)benzoyl Chloride). RXN SMILES: [CH3:1][C:2]1[CH:17]=[CH:16][C:5]([O:6][C:7]2[CH:15]=[CH:14][C:10]([C:11](O)=[O:12])=[CH:9][CH:8]=2)=[CH:4][CH:3]=1.C(Cl)(=O)C([Cl:21])=O>C(Cl)Cl>[CH3:1][C:2]1[CH:17]=[CH:16][C:5]([O:6][C:7]2[CH:15]=[CH:14][C:10]([C:11]([Cl:21])=[O:12])=[CH:9][CH:8]=2)=[CH:4][CH:3]=1. Procedure: A solution of 2.0 g of 4-(4-methylphenoxy)benzoic acid in 30 ml of methylene chloride is added 1.67 g of oxalyl chloride and the mixture refluxed for 30 minutes with stirring under nitrogen. The reaction mixture is evaporated in vacuo to a residue which is evaporated with carbon tetrachloride(2×30 ml). Reactants: NC=1C(=C(C=C(C(=O)O)C1)S)OC1=CC=CC=C1 (5-amino-3-mercapto-4-phenoxybenzoic acid), C(CCCC)Br (n-pentyl bromide), [OH-].[Na+] (sodium hydroxide). Run at time 5 day. Product: NC=1C(=C(C=C(C(=O)O)C1)SCCCCC)OC1=CC=CC=C1 (5-Amino-3-n-pentylthio-4-phenoxybenzoic acid). RXN SMILES: [NH2:1][C:2]1[C:3]([O:12][C:13]2[CH:18]=[CH:17][CH:16]=[CH:15][CH:14]=2)=[C:4]([SH:11])[CH:5]=[C:6]([CH:10]=1)[C:7]([OH:9])=[O:8].[CH2:19](Br)[CH2:20][CH2:21][CH2:22][CH3:23].[OH-].[Na+]>>[NH2:1][C:2]1[C:3]([O:12][C:13]2[CH:14]=[CH:15][CH:16]=[CH:17][CH:18]=2)=[C:4]([S:11][CH2:19][CH2:20][CH2:21][CH2:22][CH3:23])[CH:5]=[C:6]([CH:10]=1)[C:7]([OH:9])=[O:8] |f:2.3|. Procedure details: A mixture of 5-amino-3-mercapto-4-phenoxybenzoic acid (5.2 g), n-pentyl bromide (5 ml), and 0.5 N sodium hydroxide is stirred at room temperature for 5 days. 5-Amino-3-n-pentylthio-4-phenxoybenzoic acid is precipitated by addition of 4 N hydrochloric acid (30 ml). After collection by filtration, recrystallisation from cyclohexane and drying, the compound is obtained with a melting point of 98°C.